From a dataset of the Open Reaction Database (ORD), a public repository of structured organic reaction records. describe an organic reaction: reactants, conditions, products, and yield Starting materials: C(C1=CC=CC=C1)OC(NCCCCC1=CC=C(C=C1)CCCC(C)N1C(C2=CC=CC=C2C1=O)=O)=O ((4-{4-[4-(1,3-Dioxo-1,3-dihydroisoindol-2-yl)pentyl]phenyl}butyl)carbamic acid benzyl ester), NN (hydrazine). The solvent is C(C)O (ethanol). Run at temperature 75 celsius. The product is C(C1=CC=CC=C1)OC(NCCCCC1=CC=C(C=C1)CCCC(C)N)=O ({4-[4-(4-Aminopentyl)phenyl]butyl}carbamic acid benzyl ester). Isolated yield 88.5%. Reaction SMILES: [CH2:1]([O:8][C:9](=[O:37])[NH:10][CH2:11][CH2:12][CH2:13][CH2:14][C:15]1[CH:20]=[CH:19][C:18]([CH2:21][CH2:22][CH2:23][CH:24]([N:26]2C(=O)C3C(=CC=CC=3)C2=O)[CH3:25])=[CH:17][CH:16]=1)[C:2]1[CH:7]=[CH:6][CH:5]=[CH:4][CH:3]=1.NN>C(O)C>[CH2:1]([O:8][C:9](=[O:37])[NH:10][CH2:11][CH2:12][CH2:13][CH2:14][C:15]1[CH:20]=[CH:19][C:18]([CH2:21][CH2:22][CH2:23][CH:24]([NH2:26])[CH3:25])=[CH:17][CH:16]=1)[C:2]1[CH:3]=[CH:4][CH:5]=[CH:6][CH:7]=1. Reported procedure: A solution containing compound 25 (0.90 g, 1.81 mmol), hydrazine (0.26 mL, 5.42 mmol) and ethanol (10 mL) was heated at 75° C. for 3 h and then cooled to ambient temperature. The white precipitate was filtered under vacuum and washed with ethanol (3×5 mL). The filtrate and washings were combined and concentrated. The residue was subjected to column chromatography eluting with a mixture of methanol (0-15%), concentrated ammonium hydroxide (0-1.5%) and dichloromethane to afford the desired product... Starting materials: [BH4-], CC1CCC(C(C)C)C(OC(=O)c2ccccc2C(=O)[O-])C1, O=C(Cl)C(=O)Cl, [K+], [Na+], O=S(=O)([O-])O. The product is CC1CCC(C(C)C)C(OC(=O)c2ccccc2CO)C1. Reaction SMILES: [BH4-:29].[C:1]([c:2]1[c:3]([C:4](=[O:5])[O-:6])[cH:7][cH:8][cH:9][cH:10]1)(=[O:11])[O:12][CH:13]1[CH2:14][CH:15]([CH3:22])[CH2:16][CH2:17][CH:18]1[CH:19]([CH3:20])[CH3:21].[Cl:23][C:24]([C:25]([Cl:26])=[O:27])=[O:28].[K+:36].[Na+:30].[S:31](=[O:32])(=[O:33])([OH:34])[O-:35]>>[C:1]([c:2]1[c:3]([CH2:4][OH:5])[cH:7][cH:8][cH:9][cH:10]1)(=[O:11])[O:12][CH:13]1[CH2:14][CH:15]([CH3:22])[CH2:16][CH2:17][CH:18]1[CH:19]([CH3:20])[CH3:21]. As a reaction SMILES: [C:46]([O:47][BH-:48]([O:49][C:50](=[O:51])[CH3:52])[O:53][C:54](=[O:55])[CH3:56])(=[O:57])[CH3:58].[CH2:1]([c:2]1[cH:3][cH:4][cH:5][cH:6][cH:7]1)[n:8]1[c:9]([CH:21]([C:22]([CH3:23])([CH3:24])[CH3:25])[NH2:26])[n:10][c:11](-[c:13]2[c:14]([F:20])[cH:15][cH:16][c:17]([F:19])[cH:18]2)[cH:12]1.[CH3:42][C:43](=[O:44])[OH:45].[CH:27](=[O:28])[CH2:29][CH:30]([CH2:31][O:32][CH3:33])[NH:34][C:35]([O:36][C:37]([CH3:38])([CH3:39])[CH3:40])=[O:41].[Cl:60][CH2:61][Cl:62].[Na+:59]>>[CH2:1]([c:2]1[cH:3][cH:4][cH:5][cH:6][cH:7]1)[n:8]1[c:9]([CH:21]([C:22]([CH3:23])([CH3:24])[CH3:25])[NH:26][CH2:27][CH2:29][CH:30]([CH2:31][O:32][CH3:33])[NH:34][C:35]([O:36][C:37]([CH3:38])([CH3:39])[CH3:40])=[O:41])[n:10][c:11](-[c:13]2[c:14]([F:20])[cH:15][cH:16][c:17]([F:19])[cH:18]2)[cH:12]1. The reactants are CC(=O)O[BH-](OC(C)=O)OC(C)=O, CC(C)(C)C(N)c1nc(-c2cc(F)ccc2F)cn1Cc1ccccc1, CC(=O)O, COCC(CC=O)NC(=O)OC(C)(C)C, ClCCl, [Na+]. Yields the product COCC(CCNC(c1nc(-c2cc(F)ccc2F)cn1Cc1ccccc1)C(C)(C)C)NC(=O)OC(C)(C)C. Reactants: COC1=NC=CC(=C1)C(=O)C1=CC=CC=2N1N=C(N2)NC2=CC=C(C=C2)C(F)(F)F ((2-Methoxypyridin-4-yl)(2-(4-(trifluoromethyl)phenylamino)-[1,2,4]triazolo[1,5-a]pyridin-5-yl)methanone), 5-bromo-N-(4-(trifluoromethyl)phenyl)-[1,2,4]triazolo[1,5-c]pyridin-2-amine, CON(C(C1=CC(=NC=C1)OC)=O)C (N,2-dimethoxy-N-methylisonicotinamide), C(CCC)[Li] (n-Butyllithium). Run in O1CCCC1 (tetrahydrofuran). Conditions: temperature 0 celsius, time 30 minute. The product is FC(C1=CC=C(C=C1)NC1=NN2C(C=CC=C2C(C)C2=CC(NC=C2)=O)=N1)(F)F (4-(1-(2-(4-(Trifluoromethyl)phenylamino)-[1,2,4]triazolo[1,5-a]pyridin-5-yl)ethyl)pyridin-2(1H)-one). The yield is 49.0%. As a reaction SMILES: C[O:2][C:3]1[CH:8]=[C:7]([C:9]([C:11]2[N:16]3[N:17]=[C:18]([NH:20][C:21]4[CH:26]=[CH:25][C:24]([C:27]([F:30])([F:29])[F:28])=[CH:23][CH:22]=4)[N:19]=[C:15]3[CH:14]=[CH:13][CH:12]=2)=O)[CH:6]=[CH:5][N:4]=1.[CH2:31]([Li])CCC.CON(C)C(=O)C1C=CN=C(OC)C=1>O1CCCC1>[F:28][C:27]([F:29])([F:30])[C:24]1[CH:23]=[CH:22][C:21]([NH:20][C:18]2[N:19]=[C:15]3[CH:14]=[CH:13][CH:12]=[C:11]([CH:9]([C:7]4[CH:6]=[CH:5][NH:4][C:3](=[O:2])[CH:8]=4)[CH3:31])[N:16]3[N:17]=2)=[CH:26][CH:25]=1. Procedure details: (2-Methoxypyridin-4-yl)(2-(4-(trifluoromethyl)phenylamino)-[1,2,4]triazolo[1,5-a]pyridin-5-yl)methanone. A stirred mixture of 5-bromo-N-(4-(trifluoromethyl)phenyl)-[1,2,4]triazolo[1,5-c]pyridin-2-amine (1.53 g, 4.28 mmol) in tetrahydrofuran (35 mL) was heated briefly with a heat gun under nitrogen until all solids dissolved. The resulting clear red solution was cooled with a dry ice acetone bath under nitrogen. n-Butyllithium (5.76 mL, 9.21 mmol, 1.6 M in hexane) was added dropwise slowly via sy... Reactants: O=C([O-])O, ClCCl, COCOc1ccc(C(O)c2ccc(OCOC)cc2)cc1, O=C(c1cc2ccccc2[nH]1)N1CCN(c2ccccc2Cl)CC1, [Na+]. Product: COCOc1ccc(C(c2ccc(OCOC)cc2)c2c(C(=O)N3CCN(c4ccccc4Cl)CC3)[nH]c3ccccc23)cc1. RXN SMILES: [C:47](=[O:48])([OH:49])[O-:50].[CH2:52]([Cl:53])[Cl:54].[CH3:1][O:2][CH2:3][O:4][c:5]1[cH:6][cH:7][c:8]([CH:9]([c:10]2[cH:11][cH:12][c:13]([O:16][CH2:17][O:18][CH3:19])[cH:14][cH:15]2)[OH:20])[cH:21][cH:22]1.[Cl:23][c:24]1[c:25]([N:30]2[CH2:31][CH2:32][N:33]([C:36](=[O:37])[c:38]3[nH:39][c:40]4[cH:41][cH:42][cH:43][cH:44][c:45]4[cH:46]3)[CH2:34][CH2:35]2)[cH:26][cH:27][cH:28][cH:29]1.[Na+:51]>>[CH3:1][O:2][CH2:3][O:4][c:5]1[cH:6][cH:7][c:8]([CH:9]([c:10]2[cH:11][cH:12][c:13]([O:16][CH2:17][O:18][CH3:19])[cH:14][cH:15]2)[c:46]2[c:38]([C:36]([N:33]3[CH2:32][CH2:31][N:30]([c:25]4[c:24]([Cl:23])[cH:29][cH:28][cH:27][cH:26]4)[CH2:35][CH2:34]3)=[O:37])[nH:39][c:40]3[cH:41][cH:42][cH:43][cH:44][c:45]32)[cH:21][cH:22]1.